This data is from the Open Reaction Database (ORD), a public repository of structured organic reaction records. The task is: describe an organic reaction: reactants, conditions, products, and yield Reactants: ice, C(=O)([O-])[O-].[Ca+2] (CaCO3), C1=CN2[C@H]3[C@H]([C@@H]([C@H](O3)CO)O)OC2=NC1=O (2,2′-cyclouridine), C1=CC=NC=C1.F (hydrogen fluoride/pyridine). Run in O1CCOCC1 (dioxane). The product is title compound, F[C@H]1[C@@H](O[C@@H]([C@H]1O)CO)N1C(=O)NC(=O)C=C1 (2′-deoxy-2′-fluoro-uridine). Yield: 79.0%. Reaction SMILES: [CH:1]1[C:15](=[O:16])[N:14]=[C:13]2[N:3]([C@@H:4]3[O:8][C@H:7]([CH2:9][OH:10])[C@@H:6]([OH:11])[C@@H:5]3[O:12]2)[CH:2]=1.C1C=CN=CC=1.[FH:23].C([O-])([O-])=O.[Ca+2]>O1CCOCC1>[F:23][C@@H:5]1[C@H:6]([OH:11])[C@@H:7]([CH2:9][OH:10])[O:8][C@H:4]1[N:3]1[CH:2]=[CH:1][C:15](=[O:16])[NH:14][C:13]1=[O:12] |f:1.2,3.4|. Procedure details: The title compound is prepared via a modification of a literature procedure, J. Fox, et al., J. Org. Chem., Vol. 29, pp. 558-564 (1964). Thus, 2,2′-cyclouridine (5.65 g, 25 mmol) is treated with a solution of 70% hydrogen fluoride/pyridine (65 mL) in anhydrous dioxane (500 mL) at 120° C. in a sealed steel vessel for twenty hours. The reaction mixture is cooled to ice temperature, poured into ice (400 mL), and the pH is adjusted to 7 by addition of solid CaCO3. After the solvent is evaporated in ... Reactants: COC(C(C)(C)C1=CC(=CC=C1)C(F)(F)F)=O (α,α-Dimethyl-(3-trifluoromethylphenyl)acetic acid methyl ester), C(C)(=O)O (acetic acid), S(O)(O)(=O)=O (sulfuric acid). Run in O (water). Reaction conditions: time 3 day. Yields the product CC(C(=O)O)(C)C1=CC(=CC=C1)C(F)(F)F (α,α-dimethyl-(3-trifluoromethylphenyl)acetic acid). The yield is 71.5%. RXN SMILES: C[O:2][C:3](=[O:17])[C:4]([C:7]1[CH:12]=[CH:11][CH:10]=[C:9]([C:13]([F:16])([F:15])[F:14])[CH:8]=1)([CH3:6])[CH3:5].C(O)(=O)C.S(=O)(=O)(O)O>O>[CH3:6][C:4]([C:7]1[CH:12]=[CH:11][CH:10]=[C:9]([C:13]([F:14])([F:16])[F:15])[CH:8]=1)([CH3:5])[C:3]([OH:17])=[O:2]. Reported procedure: α,α-Dimethyl-(3-trifluoromethylphenyl)acetic acid methyl ester (24.6 g, 0.1 mol), acetic acid (150 ml), water (75ml) and sulfuric acid (36 g, 0.36 mol) are combined. The reaction is refluxed for 3 hours and stirred at room temperature for 3 days. The reaction is concentrated to half its original volume and added to ethyl acetate and washed with water, dried over magnesium sulfate and concentrated under reduced pressure to give 16.6 g α,α-dimethyl-(3-trifluoromethylphenyl)acetic acid as a white s... The reactants are C(C)(=O)NC=1N=C(C2=C(N1)N=CC(=C2)C=C(C)C2=CC=C(C=C2)C(=O)O)O (2-acetamido-4-hydroxy-6-[2-(4-carboxyphenyl)prop-1-enyl]pyrido[2,3-d]pyrimidine), CN1CCOCC1 (N-methylmorpholine), C1(=CC=CC=C1)NP(OC1=CC=CC=C1)(=O)Cl (phenyl N-phenylphosphoramidochloridate), N[C@@H](CCC(=O)OCC)C(=O)OCC (diethyl L-glutamate). Solvent: CN1C(CCC1)=O (N-methylpyrrolidinone). Reported procedure: To a solution of 0.2 g of 2-acetamido-4-hydroxy-6-[2-(4-carboxyphenyl)prop-1-enyl]pyrido[2,3-d]pyrimidine in 50 mL of N-methylpyrrolidinone containing 0.18 g of N-methylmorpholine was added 0.22 g of phenyl N-phenylphosphoramidochloridate in a single portion. After stirring the mixture at room temperature for 1 hour, 0.20 g of diethyl L-glutamate was added. The reaction mixture was stirred overnight, the solvent was removed under reduced pressure and the residue was triturated with chloroform. T... Reaction SMILES: [C:1]([NH:4][C:5]1[N:6]=[C:7]([OH:27])[C:8]2[CH:14]=[C:13]([CH:15]=[C:16]([C:18]3[CH:23]=[CH:22][C:21]([C:24](O)=[O:25])=[CH:20][CH:19]=3)[CH3:17])[CH:12]=[N:11][C:9]=2[N:10]=1)(=[O:3])[CH3:2].CN1CCOCC1.C1(NP(Cl)(=O)OC2C=CC=CC=2)C=CC=CC=1.[NH2:52][C@H:53]([C:61]([O:63][CH2:64][CH3:65])=[O:62])[CH2:54][CH2:55][C:56]([O:58][CH2:59][CH3:60])=[O:57]>CN1CCCC1=O>[C:1]([NH:4][C:5]1[N:6]=[C:7]([OH:27])[C:8]2[CH:14]=[C:13]([CH:15]=[C:16]([C:18]3[CH:19]=[CH:20][C:21]([C:24]([NH:52][C@H:53]([C:61]([O:63][CH2:64][CH3:65])=[O:62])[CH2:54][CH2:55][C:56]([O:58][CH2:59][CH3:60])=[O:57])=[O:25])=[CH:22][CH:23]=3)[CH3:17])[CH:12]=[N:11][C:9]=2[N:10]=1)(=[O:3])[CH3:2]. The product is C(C)(=O)NC=1N=C(C2=C(N1)N=CC(=C2)C=C(C)C2=CC=C(C(=O)N[C@@H](CCC(=O)OCC)C(=O)OCC)C=C2)O (Diethyl N-(4-[1-(2-acetamido-4-hydroxypyrido[2,3-d]pyrimidin-6-yl)propen-2-yl]benzoyl)-L-glutamate). Run at time 1 hour.